This data is from the Open Reaction Database (ORD), a public repository of structured organic reaction records. The task is: describe an organic reaction: reactants, conditions, products, and yield Reactants: CN(C)C=O, NC(=O)c1ccnc(Cl)n1, [I-], COc1ccccc1OCCN(C)CCCNc1nccc(C(=O)NCCN)n1, [Na+], O. Yields the product COc1ccccc1OCCN(C)CCCNc1nccc(C(=O)NCCNc2nccc(C(N)=O)n2)n1. As a reaction SMILES: [CH3:42][N:43]([CH3:44])[CH:45]=[O:46].[Cl:30][c:31]1[n:32][cH:33][cH:34][c:35]([C:37](=[O:38])[NH2:39])[n:36]1.[I-:41].[NH2:1][CH2:2][CH2:3][NH:4][C:5](=[O:6])[c:7]1[n:8][c:9]([NH:13][CH2:14][CH2:15][CH2:16][N:17]([CH3:18])[CH2:19][CH2:20][O:21][c:22]2[c:23]([O:28][CH3:29])[cH:24][cH:25][cH:26][cH:27]2)[n:10][cH:11][cH:12]1.[Na+:40].[OH2:47]>>[NH:1]([CH2:2][CH2:3][NH:4][C:5](=[O:6])[c:7]1[n:8][c:9]([NH:13][CH2:14][CH2:15][CH2:16][N:17]([CH3:18])[CH2:19][CH2:20][O:21][c:22]2[c:23]([O:28][CH3:29])[cH:24][cH:25][cH:26][cH:27]2)[n:10][cH:11][cH:12]1)[c:31]1[n:32][cH:33][cH:34][c:35]([C:37](=[O:38])[NH2:39])[n:36]1. Reactants: [Br-], C[N+]1([O-])CCOCC1, CCC[N+](CCC)(CCC)CCC, CC#N, [Mg+]C1CCCCC1, [Cl-], COCc1c(C=O)oc2ccc(F)cc12, [NH4+], O=[Ru](=O)(=O)[O-], C1CCOC1. Product: COCc1c(C(=O)C2CCCCC2)oc2ccc(F)cc12. RXN SMILES: [Br-:16].[CH3:26][N+:27]1([O-:28])[CH2:29][CH2:30][O:31][CH2:32][CH2:33]1.[CH3:44][CH2:45][CH2:46][N+:47]([CH2:48][CH2:49][CH3:50])([CH2:51][CH2:52][CH3:53])[CH2:54][CH2:55][CH3:56].[CH3:57][C:58]#[N:59].[CH:17]1([Mg+:23])[CH2:18][CH2:19][CH2:20][CH2:21][CH2:22]1.[Cl-:24].[F:1][c:2]1[cH:3][cH:4][c:5]2[c:6]([c:7]([CH2:12][O:13][CH3:14])[c:8]([CH:10]=[O:11])[o:9]2)[cH:15]1.[NH4+:25].[O-:39][Ru:40](=[O:41])(=[O:42])=[O:43].[O:34]1[CH2:35][CH2:36][CH2:37][CH2:38]1>>[F:1][c:2]1[cH:3][cH:4][c:5]2[c:6]([c:7]([CH2:12][O:13][CH3:14])[c:8]([C:10](=[O:11])[CH:17]3[CH2:18][CH2:19][CH2:20][CH2:21][CH2:22]3)[o:9]2)[cH:15]1. The reactants are Cl (HCl), O1CCOCC1 (dioxane), C(C)(C)(C)OC(=O)NC1=CN(C2=CC=CC=C12)CC(=O)OCC (ethyl 2-(3-(tert-butoxycarbonylamino)-1H-indol-1-yl)acetate). Solvent: C(Cl)Cl (DCM). Conditions: time 36 hour. Yields the product Cl.NC1=CN(C2=CC=CC=C12)CC(=O)OCC (ethyl 2-(3-amino-1H-indol-1-yl)acetate hydrochloride). Reaction SMILES: C(OC([NH:8][C:9]1[C:17]2[C:12](=[CH:13][CH:14]=[CH:15][CH:16]=2)[N:11]([CH2:18][C:19]([O:21][CH2:22][CH3:23])=[O:20])[CH:10]=1)=O)(C)(C)C.[ClH:24].O1CCOCC1>C(Cl)Cl>[ClH:24].[NH2:8][C:9]1[C:17]2[C:12](=[CH:13][CH:14]=[CH:15][CH:16]=2)[N:11]([CH2:18][C:19]([O:21][CH2:22][CH3:23])=[O:20])[CH:10]=1 |f:4.5|. Procedure details: To a solution of ethyl 2-(3-(tert-butoxycarbonylamino)-1H-indol-1-yl)acetate (275 mg, 0.864 mmol) in dry DCM (8 ml), cooled at 0° C. and under nitrogen, 4N HCl in dioxane (2.159 ml, 8.64 mmol) was added, and the mixture was stirred at room temperature for 36 hours. The solvent was removed under reduced pressure without heating to give ethyl 2-(3-amino-1H-indol-1-yl)acetate hydrochloride (220 mg, 0.864 mmol, quantitative yield). MS/ESI+ 219.1 [MH]+. Starting materials: CC=C(C)C, CCOC(C)=O, COc1ccc(-c2csc(CCCCCCC=O)n2)cc1, [O-]Cl, [K+], [Na+], O, O=P([O-])(O)O. The product is COc1ccc(-c2csc(CCCCCCC(=O)O)n2)cc1. RXN SMILES: [CH3:1][C:2](=[CH:3][CH3:4])[CH3:5].[CH3:37][CH2:38][O:39][C:40](=[O:41])[CH3:42].[CH3:9][O:10][c:11]1[cH:12][cH:13][c:14](-[c:17]2[n:18][c:19]([CH2:22][CH2:23][CH2:24][CH2:25][CH2:26][CH2:27][CH:28]=[O:29])[s:20][cH:21]2)[cH:15][cH:16]1.[Cl:6][O-:7].[K+:30].[Na+:8].[OH2:36].[OH:31][P:32](=[O:33])([O-:34])[OH:35]>>[CH3:9][O:10][c:11]1[cH:12][cH:13][c:14](-[c:17]2[n:18][c:19]([CH2:22][CH2:23][CH2:24][CH2:25][CH2:26][CH2:27][C:28](=[O:29])[OH:31])[s:20][cH:21]2)[cH:15][cH:16]1. Starting materials: C1(=CC=CC=C1)B(O)O (Phenylboronic acid), C([O-])([O-])=O.[Cs+].[Cs+] (Cesium carbonate), FC(S(=O)(=O)OC1=C(C2=C(N(C(N2C)=O)CC(C)(C)C)C=C1)F)(F)F (1-(2,2-dimethylpropyl)-4-fluoro-3-methyl-2-oxo-2,3-dihydro-1H-benzimidazol-5-yl trifluoromethanesulfonate), C1(=CC=CC=C1)B(O)O (Phenylboronic acid). The reagents and catalysts are catalyst. The solvent is C1CCOC1 (THF). Reaction conditions: time 15 minute. Product: CC(CN1C(N(C2=C1C=CC(=C2F)C2=CC=CC=C2)C)=O)(C)C (1-(2,2-dimethylpropyl)-4-fluoro-3-methyl-5-phenyl-1,3-dihydro-2H-benzimidazol-2-one). Reaction SMILES: C(=O)([O-])[O-].[Cs+].[Cs+].FC(F)(F)S(O[C:13]1[CH:28]=[CH:27][C:16]2[N:17]([CH2:22][C:23]([CH3:26])([CH3:25])[CH3:24])[C:18](=[O:21])[N:19]([CH3:20])[C:15]=2[C:14]=1[F:29])(=O)=O.[C:32]1(B(O)O)[CH:37]=[CH:36][CH:35]=[CH:34][CH:33]=1>C1COCC1>[CH3:24][C:23]([CH3:26])([CH3:25])[CH2:22][N:17]1[C:16]2[CH:27]=[CH:28][C:13]([C:32]3[CH:37]=[CH:36][CH:35]=[CH:34][CH:33]=3)=[C:14]([F:29])[C:15]=2[N:19]([CH3:20])[C:18]1=[O:21] |f:0.1.2|. Procedure details: A solution of Cesium carbonate was treated with a solution of 1-(2,2-dimethylpropyl)-4-fluoro-3-methyl-2-oxo-2,3-dihydro-1H-benzimidazol-5-yl trifluoromethanesulfonate (7-7, 80 mg, 0.21 mmol) and Phenylboronic acid (50.8 mg, 0.42 mmol, 2.0 eq) in anhydrous THF (5 ml). The mixture was deoxygenated, and 1,1′-Bis(diphenylphosphino)ferrocene-palladium(II)dichloride dichloromethane complex was introduced (8.5 mg, 10.4 μmol, 0.05 eq) and the mixture was irradiated in a microwave at 140 deg C. for 15 m... The reactants are O=C([O-])[O-], C1COCCO1, O=[N+]([O-])c1cccnc1Cl, [K+], [K+], Nc1cccc(NC(=O)c2ccc3ccccc3c2)c1. The product is O=C(Nc1cccc(Nc2ncccc2[N+](=O)[O-])c1)c1ccc2ccccc2c1. RXN SMILES: [C:31](=[O:32])([O-:33])[O-:34].[CH2:37]1[O:38][CH2:39][CH2:40][O:41][CH2:42]1.[Cl:1][c:2]1[n:3][cH:4][cH:5][cH:6][c:7]1[N+:8](=[O:9])[O-:10].[K+:35].[K+:36].[NH2:11][c:12]1[cH:13][c:14]([NH:18][C:19](=[O:20])[c:21]2[cH:22][c:23]3[cH:24][cH:25][cH:26][cH:27][c:28]3[cH:29][cH:30]2)[cH:15][cH:16][cH:17]1>>[c:2]1([NH:11][c:12]2[cH:13][c:14]([NH:18][C:19](=[O:20])[c:21]3[cH:22][c:23]4[cH:24][cH:25][cH:26][cH:27][c:28]4[cH:29][cH:30]3)[cH:15][cH:16][cH:17]2)[n:3][cH:4][cH:5][cH:6][c:7]1[N+:8](=[O:9])[O-:10]. Starting materials: CO, Cn1nccc1-c1cc(C(=O)NC(Cc2ccccc2C(F)(F)F)CN2C(=O)c3ccccc3C2=O)sc1C(F)(F)F. Yields the product Cn1nccc1-c1cc(C(=O)NC(CN)Cc2ccccc2C(F)(F)F)sc1C(F)(F)F. RXN SMILES: [CH3:43][OH:44].[O:1]=[C:2]1[N:3]([CH2:12][CH:13]([CH2:14][c:15]2[c:16]([C:21]([F:22])([F:23])[F:24])[cH:17][cH:18][cH:19][cH:20]2)[NH:25][C:26](=[O:27])[c:28]2[s:29][c:30]([C:39]([F:40])([F:41])[F:42])[c:31](-[c:33]3[cH:34][cH:35][n:36][n:37]3[CH3:38])[cH:32]2)[C:10](=[O:11])[c:5]2[c:4]1[cH:9][cH:8][cH:7][cH:6]2>>[NH2:3][CH2:12][CH:13]([CH2:14][c:15]1[c:16]([C:21]([F:22])([F:23])[F:24])[cH:17][cH:18][cH:19][cH:20]1)[NH:25][C:26](=[O:27])[c:28]1[s:29][c:30]([C:39]([F:40])([F:41])[F:42])[c:31](-[c:33]2[cH:34][cH:35][n:36][n:37]2[CH3:38])[cH:32]1. The reactants are CC(C)(C)OC(=O)N(CCCl)CCCl, N#CCc1ccc(Cl)cc1, [H-], N#CN1CCCCC1, [Na+], CN(C)C=O. Yields the product CC(C)(C)OC(=O)N1CCC(C#N)(c2ccc(Cl)cc2)CC1. RXN SMILES: [C:13]([CH3:14])([CH3:15])([CH3:16])[O:17][C:18](=[O:19])[N:20]([CH2:21][CH2:22][Cl:26])[CH2:24][CH2:25][Cl:23].[Cl:1][c:2]1[cH:3][cH:4][c:5]([CH2:6][C:7]#[N:8])[cH:9][cH:10]1.[H-:11].[N:27]1([C:28]#[N:29])[CH2:30][CH2:31][CH2:32][CH2:33][CH2:34]1.[Na+:12].[O:35]=[CH:36][N:37]([CH3:38])[CH3:39]>>[Cl:1][c:2]1[cH:3][cH:4][c:5]([C:6]2([C:7]#[N:8])[CH2:22][CH2:21][N:20]([C:18]([O:17][C:13]([CH3:14])([CH3:15])[CH3:16])=[O:19])[CH2:24][CH2:25]2)[cH:9][cH:10]1.